This data is from the Open Reaction Database (ORD), a public repository of structured organic reaction records. The task is: describe an organic reaction: reactants, conditions, products, and yield The reactants are CCCCNc1cc(CNCc2ccccc2)cc(S(N)(=O)=O)c1Oc1ccccc1, CCCCOc1cc(CNCc2ccccc2)cc(S(N)(=O)=O)c1Cc1ccccc1. The product is CCCCOc1cc(CN)cc(S(N)(=O)=O)c1Cc1ccccc1. Reaction SMILES: [CH2:1]([NH:2][c:3]1[cH:4][c:5]([CH2:20][NH:21][CH2:22][c:23]2[cH:24][cH:25][cH:26][cH:27][cH:28]2)[cH:6][c:7]([S:8](=[O:9])(=[O:10])[NH2:11])[c:12]1[O:13][c:14]1[cH:15][cH:16][cH:17][cH:18][cH:19]1)[CH2:29][CH2:30][CH3:31].[CH2:32]([c:33]1[cH:34][cH:35][cH:36][cH:37][cH:38]1)[c:39]1[c:40]([O:58][CH2:59][CH2:60][CH2:61][CH3:62])[cH:41][c:42]([CH2:43][NH:44][CH2:45][c:46]2[cH:47][cH:48][cH:49][cH:50][cH:51]2)[cH:52][c:53]1[S:54]([NH2:55])(=[O:56])=[O:57]>>[CH2:32]([c:33]1[cH:34][cH:35][cH:36][cH:37][cH:38]1)[c:39]1[c:40]([O:58][CH2:59][CH2:60][CH2:61][CH3:62])[cH:41][c:42]([CH2:43][NH2:44])[cH:52][c:53]1[S:54]([NH2:55])(=[O:56])=[O:57]. Reactants: [BH4-], COC(=O)C(Oc1c(C)cc(C=O)cc1C)c1cccc(Cl)c1, CO, [Na+]. Yields the product COC(=O)C(Oc1c(C)cc(CO)cc1C)c1cccc(Cl)c1. As a reaction SMILES: [BH4-:24].[CH3:1][c:2]1[c:3]([O:4][CH:5]([C:6](=[O:7])[O:8][CH3:9])[c:10]2[cH:11][c:12]([Cl:16])[cH:13][cH:14][cH:15]2)[c:17]([CH3:23])[cH:18][c:19]([CH:21]=[O:22])[cH:20]1.[CH3:26][OH:27].[Na+:25]>>[CH3:1][c:2]1[c:3]([O:4][CH:5]([C:6](=[O:7])[O:8][CH3:9])[c:10]2[cH:11][c:12]([Cl:16])[cH:13][cH:14][cH:15]2)[c:17]([CH3:23])[cH:18][c:19]([CH2:21][OH:22])[cH:20]1. The product is O=C1NCCC1CC(=O)OCC (Ethyl 2-(2-oxopyrrolidin-3-yl)Acetate). The solvent is C(=O)(C(F)(F)F)O (TFA), CCO (EtOH), C(=O)(C(F)(F)F)O (TFA). Reaction conditions: time 2 hour. Yield: 59.4%. Procedure details: tert-Butyl 2-oxopyrrolidine-1-carboxylate (10 g, 54.0 mmol) was dissolved in THF (75 mL) and cooled to −78° C. LDA (1.8 M in THF/heptane, 30.0 mL, 54.0 mmol) was added and the solution was stirred for 1 h. Ethyl 2-bromoacetate (9.02 g, 54.0 mmol) was added and the mixture was stirred for 1 h and allowed to warm to room temperature and stirred for 16 h. The reaction mixture was partitioned between water and EtOAc. The aqueous layer was extracted two times with EtOAc and the combined extracts were... RXN SMILES: [CH2:1]([O:3][C:4](=[O:19])[CH2:5][CH:6]1[CH2:10][CH2:9][N:8](C(OC(C)(C)C)=O)[C:7]1=[O:18])[CH3:2]>CCO.C(O)(C(F)(F)F)=O>[O:18]=[C:7]1[CH:6]([CH2:5][C:4]([O:3][CH2:1][CH3:2])=[O:19])[CH2:10][CH2:9][NH:8]1. Reactants: C(C)OC(CC1C(N(CC1)C(=O)OC(C)(C)C)=O)=O (tert-Butyl 3-(2-ethoxy-2-oxoethyl)-2-oxopyrrolidine-1-carboxylate). Reactants: Cl (HCl), C(C)(C)(C)OC(=O)N1CCC(CC1)(C=1SC=CC1)N(C)C (tert-butyloxycarbonyl-4-(dimethylamino)-4-(thiophen-2-yl)piperidine), CCOC(=O)C.CCCCCC (EtOAc hexane). Solvent: C(Cl)(Cl)Cl (chloroform). The product is Cl.Cl.CN(C1(CCNCC1)C=1SC=CC1)C (N,N-Dimethyl-4-(thiophen-2-yl)piperidin-4-amine bis hydrochloride). The yield is 98.0%. As a reaction SMILES: [ClH:1].C(OC([N:9]1[CH2:14][CH2:13][C:12]([N:20]([CH3:22])[CH3:21])([C:15]2[S:16][CH:17]=[CH:18][CH:19]=2)[CH2:11][CH2:10]1)=O)(C)(C)C.CCOC(C)=O.CCCCCC>C(Cl)(Cl)Cl>[ClH:1].[ClH:1].[CH3:21][N:20]([CH3:22])[C:12]1([C:15]2[S:16][CH:17]=[CH:18][CH:19]=2)[CH2:13][CH2:14][NH:9][CH2:10][CH2:11]1 |f:2.3,5.6.7|. Procedure: HCl gas was passed through a solution of 6 g (1 eq.) tert-butyloxycarbonyl-4-(dimethylamino)-4-(thiophen-2-yl)piperidine in 120 ml chloroform at 0° C. for 1 h. The reaction course was monitored by thin-layer chromatography (75% EtOAc/hexane). Once the conversion was complete, the solvent was removed under reduced pressure and 5.3 g (98%) of product were obtained in the form of a white solid. The product is C(C)OC(=O)C1=CN(C2=C(C(=C(C=C2C1=O)F)N1CC2(OCCO2)C(C1)N)F)C1CC1 (1-Cyclopropyl-6,8-difluoro-7-(9-amino-1,4-dioxa-7-azaspiro[4.4]non-7-yl)-1,4-dihydro-4-oxo-3-quinolinecarboxylic acid ethyl ester). The yield is 44.6%. Procedure: Following the procedure of Step 1 Example 80, starting with 0.750 g (2.4 mmol) of 1-cyclopropyl-6,7,8-trifluoro-1,4-dihydro-4-oxo-3-quinolinecarboxylic acid ethyl ester and substituting 0.521 g (3.6 mmol) of 9-amino-1,4-dioxa-7-azaspiro[4.4]nonane, from Step 6 Example 208, for the spiro compound of that example, and heating at 40° C. instead of 65° C. for 288 hours instead of 48 hours, the crude product was obtained. The compound was dissolved in methylene chloride which was washed with 2×100 mL... As a reaction SMILES: [CH2:1]([O:3][C:4]([C:6]1[C:15](=[O:16])[C:14]2[C:9](=[C:10]([F:19])[C:11](F)=[C:12]([F:17])[CH:13]=2)[N:8]([CH:20]2[CH2:22][CH2:21]2)[CH:7]=1)=[O:5])[CH3:2].[NH2:23][CH:24]1[C:28]2([O:32][CH2:31][CH2:30][O:29]2)[CH2:27][NH:26][CH2:25]1>C(Cl)Cl>[CH2:1]([O:3][C:4]([C:6]1[C:15](=[O:16])[C:14]2[C:9](=[C:10]([F:19])[C:11]([N:26]3[CH2:25][CH:24]([NH2:23])[C:28]4([O:32][CH2:31][CH2:30][O:29]4)[CH2:27]3)=[C:12]([F:17])[CH:13]=2)[N:8]([CH:20]2[CH2:22][CH2:21]2)[CH:7]=1)=[O:5])[CH3:2]. Solvent: C(Cl)Cl (methylene chloride). Reactants: C(C)OC(=O)C1=CN(C2=C(C(=C(C=C2C1=O)F)F)F)C1CC1 (1-cyclopropyl-6,7,8-trifluoro-1,4-dihydro-4-oxo-3-quinolinecarboxylic acid ethyl ester), NC1CNCC12OCCO2 (9-amino-1,4-dioxa-7-azaspiro[4.4]nonane), spiro compound. The product is COc1c(C)cc(Br)cc1CO. Starting materials: COC(=O)c1cc(Br)cc(C)c1OC, CC(C)C[Al+]CC(C)C, ClCCl, [H-]. RXN SMILES: [Br:1][c:2]1[cH:3][c:4]([CH3:14])[c:5]([O:12][CH3:13])[c:6]([C:7](=[O:8])[O:9][CH3:10])[cH:11]1.[CH2:16]([Al+:17][CH2:18][CH:19]([CH3:20])[CH3:21])[CH:22]([CH3:23])[CH3:24].[CH2:25]([Cl:26])[Cl:27].[H-:15]>>[Br:1][c:2]1[cH:3][c:4]([CH3:14])[c:5]([O:12][CH3:13])[c:6]([CH2:7][OH:8])[cH:11]1.